Dataset: the Open Reaction Database (ORD), a public repository of structured organic reaction records. Task: describe an organic reaction: reactants, conditions, products, and yield The product is NCC#CCN1N=C(C=C1)NC([C@H](CC1CCCC1)C1=CC(=C(C=C1)S(=O)(=O)C)Cl)=O (N-[1-(4-amino-but-2-ynyl)-1H-pyrazol-3-yl]-2-(R)-(3-chloro-4-methanesulfonyl-phenyl)-3-cyclopentyl-propionamide). As a reaction SMILES: C(OC(=O)[NH:7][CH2:8][C:9]#[C:10][CH2:11][N:12]1[CH:16]=[CH:15][C:14]([NH:17][C:18](=[O:37])[C@@H:19]([C:26]2[CH:31]=[CH:30][C:29]([S:32]([CH3:35])(=[O:34])=[O:33])=[C:28]([Cl:36])[CH:27]=2)[CH2:20][CH:21]2[CH2:25][CH2:24][CH2:23][CH2:22]2)=[N:13]1)(C)(C)C.FC(F)(F)C(O)=O>C(Cl)Cl.C(OCC)(=O)C>[NH2:7][CH2:8][C:9]#[C:10][CH2:11][N:12]1[CH:16]=[CH:15][C:14]([NH:17][C:18](=[O:37])[C@@H:19]([C:26]2[CH:31]=[CH:30][C:29]([S:32]([CH3:35])(=[O:33])=[O:34])=[C:28]([Cl:36])[CH:27]=2)[CH2:20][CH:21]2[CH2:22][CH2:23][CH2:24][CH2:25]2)=[N:13]1. Reported procedure: (4-{3-[2-(R)-(3-Chloro-4-methanesulfonyl-phenyl)-3-cyclopentyl-propionylamino]-pyrazol-1-yl}-but-2-ynyl)-carbamic acid tert-butyl ester (240 mg, 0.43 mmol) was dissolved in methylene chloride (10 mL) and trifluoroacetic acid (2 mL) was added while stirring. The reaction continued to stir for 45 min. The reaction was concentrated in vacuo at 0° C. to give a yellow oil. The reaction was diluted with ethyl acetate (200 mL), washed with saturated aqueous sodium bicarbonate (2×50 mL), saturated aqueo... The reactants are C(C)(C)(C)OC(NCC#CCN1N=C(C=C1)NC([C@H](CC1CCCC1)C1=CC(=C(C=C1)S(=O)(=O)C)Cl)=O)=O ((4-{3-[2-(R)-(3-Chloro-4-methanesulfonyl-phenyl)-3-cyclopentyl-propionylamino]-pyrazol-1-yl}-but-2-ynyl)-carbamic acid tert-butyl ester), FC(C(=O)O)(F)F (trifluoroacetic acid). Yield: 64.3%. The solvent is C(Cl)Cl (methylene chloride), C(C)(=O)OCC (ethyl acetate). Reactants: C(=O)(C)Cl (AcCl), COCOC (dimethoxymethane), C1(=CC=CC=C1)[O-].[Na+] (sodium phenolate), O1CCCC1 (thf), C(OC)Cl (MOMCl), C(=O)(C)Cl (AcCl), C(OC)Cl (MOMCl), [OH-].[Na+] (NaOH). The reagents and catalysts are [Cl-].[Cl-].[Zn+2] (ZnCl2). Solvent: CCOCC (Ether). Conditions: time 30 minute. The product is C(C)(C)(C)C1=C(C=CC=C1)OCOC (1-tert-butyl-2-methoxymethoxybenzene). Reaction SMILES: [C:1](Cl)(C)=O.[CH3:5][O:6][CH2:7]OC.C(Cl)OC.[C:14]1([O-:20])[CH:19]=[CH:18][CH:17]=[CH:16][CH:15]=1.[Na+].[OH-].[Na+].O1[CH2:28][CH2:27][CH2:26]C1>[Cl-].[Cl-].[Zn+2].CCOCC>[C:27]([C:15]1[CH:16]=[CH:17][CH:18]=[CH:19][C:14]=1[O:20][CH2:5][O:6][CH3:7])([CH3:26])([CH3:28])[CH3:1] |f:3.4,5.6,8.9.10|. Reported procedure: The following reaction was carried out in an efficient fume cupboard. To a solution of 2-tert-butylphenol (322 g, 2.1 moles) dissolved in 1.5 litres of degassed HPLC grade thf (tetrahydrofuran) in a flask fitted with an efficient condenser was added chunks of sodium (52 g, excess) and the reaction mix allowed to react for 3 hours then refluxed overnight to complete the reaction. A solution of MOMCl was formed in a 3 litre, 3 neck flask fitted with an efficient double surfaced condenser, pressure...